This data is from the Open Reaction Database (ORD), a public repository of structured organic reaction records. The task is: describe an organic reaction: reactants, conditions, products, and yield Reactants: ClC1=NC=NC(=C1)C1=CC=C(C=C1)C(F)(F)F (4-chloro-6-(4-trifluoromethyl-phenyl)-pyrimidine), C(CCC)[Sn](C(=C)OCC)(CCCC)CCCC (tributyl-(1-ethoxy-vinyl)-stannane). Reagents/catalysts: Cl[Pd]([P](C1=CC=CC=C1)(C2=CC=CC=C2)C3=CC=CC=C3)([P](C4=CC=CC=C4)(C5=CC=CC=C5)C6=CC=CC=C6)Cl (trans-dichlorobis(triphenylphosphine)palladium(II)). Solvent: CN(C)C=O (DMF). Run at temperature 80 celsius. The product is FC(C1=CC=C(C=C1)C1=CC(=NC=N1)C(C)=O)(F)F (1-[6-(4-Trifluoromethyl-phenyl)-pyrimidin-4-yl]-ethanone). Isolated yield 101.7%. Reaction SMILES: Cl[C:2]1[CH:7]=[C:6]([C:8]2[CH:13]=[CH:12][C:11]([C:14]([F:17])([F:16])[F:15])=[CH:10][CH:9]=2)[N:5]=[CH:4][N:3]=1.C([Sn](CCCC)(CCCC)[C:23]([O:25]CC)=[CH2:24])CCC>CN(C=O)C.Cl[Pd](Cl)([P](C1C=CC=CC=1)(C1C=CC=CC=1)C1C=CC=CC=1)[P](C1C=CC=CC=1)(C1C=CC=CC=1)C1C=CC=CC=1>[F:15][C:14]([F:17])([F:16])[C:11]1[CH:12]=[CH:13][C:8]([C:6]2[N:5]=[CH:4][N:3]=[C:2]([C:23](=[O:25])[CH3:24])[CH:7]=2)=[CH:9][CH:10]=1 |^1:43,62|. Procedure: In a screw top flask 4-chloro-6-(4-trifluoromethyl-phenyl)-pyrimidine (1.6 g, 6.1 mmol), tributyl-(1-ethoxy-vinyl)-stannane (1.8 g, 4.8 mmol) and trans-dichlorobis(triphenylphosphine)palladium(II) (212 mg, 0.30 mmol) were combined in DMF (10 mL). Under nitrogen the flask was sealed and heated to 80° C. for 12 hours. The reaction mixture was cooled to rt, concentrated, and purified by flash column chromatography using ethyl acetate-hexanes (0%-20%) to provide the desired product as a clear oil (1... Reactants: CCc1nc2nccc(C)c2[nH]1, O=C(OO)c1cccc(Cl)c1, ClC(Cl)Cl. Yields the product CCc1nc2c([nH]1)c(C)cc[n+]2[O-]. RXN SMILES: [CH2:1]([CH3:2])[c:3]1[nH:4][c:5]2[c:6]([n:7][cH:8][cH:9][c:10]2[CH3:11])[n:12]1.[Cl:13][c:14]1[cH:15][cH:16][cH:17][c:18]([C:19]([O:20][OH:22])=[O:21])[cH:23]1.[Cl:24][CH:25]([Cl:26])[Cl:27]>>[CH2:1]([CH3:2])[c:3]1[nH:4][c:5]2[c:6]([n+:7]([O-:21])[cH:8][cH:9][c:10]2[CH3:11])[n:12]1. The reactants are Cc1cccc(CBr)c1F, COC(=O)c1cc(N2CCOCC2)cc2nc(C)[nH]c12, [K+], [K+], O=C([O-])[O-], CN(C)C=O, O. Yields the product COC(=O)c1cc(N2CCOCC2)cc2c1nc(C)n2Cc1cccc(C)c1F. RXN SMILES: [Br:27][CH2:28][c:29]1[c:30]([F:36])[c:31]([CH3:35])[cH:32][cH:33][cH:34]1.[CH3:1][c:2]1[n:3][c:4]2[c:5]([nH:6]1)[c:7]([C:17](=[O:18])[O:19][CH3:20])[cH:8][c:9]([N:11]1[CH2:12][CH2:13][O:14][CH2:15][CH2:16]1)[cH:10]2.[K+:21].[K+:22].[O-:23][C:24]([O-:25])=[O:26].[O:38]=[CH:39][N:40]([CH3:41])[CH3:42].[OH2:37]>>[CH3:1][c:2]1[n:3]([CH2:28][c:29]2[c:30]([F:36])[c:31]([CH3:35])[cH:32][cH:33][cH:34]2)[c:4]2[c:5]([n:6]1)[c:7]([C:17](=[O:18])[O:19][CH3:20])[cH:8][c:9]([N:11]1[CH2:12][CH2:13][O:14][CH2:15][CH2:16]1)[cH:10]2. The reactants are CC(C)(C)OC(=O)NCC(N)=O, CCOCC, ClCCl, Cl, COc1ccc(C=C(C#N)c2cc(OC)c(OC)c(OC)c2)cc1N, C1COCCO1. Product: COc1ccc(C=C(C#N)c2cc(OC)c(OC)c(OC)c2)cc1N, NCC(N)=O. Reaction SMILES: [C:1]([O:2][C:3]([CH3:4])([CH3:5])[CH3:6])(=[O:7])[NH:8][CH2:9][C:10](=[O:11])[NH2:12].[CH3:45][CH2:46][O:47][CH2:48][CH3:49].[Cl:50][CH2:51][Cl:52].[ClH:38].[NH2:13][c:14]1[cH:15][c:16]([CH:22]=[C:23]([C:24]#[N:25])[c:26]2[cH:27][c:28]([O:36][CH3:37])[c:29]([O:34][CH3:35])[c:30]([O:32][CH3:33])[cH:31]2)[cH:17][cH:18][c:19]1[O:20][CH3:21].[O:39]1[CH2:40][CH2:41][O:42][CH2:43][CH2:44]1>>[NH2:13][c:14]1[cH:15][c:16]([CH:22]=[C:23]([C:24]#[N:25])[c:26]2[cH:27][c:28]([O:36][CH3:37])[c:29]([O:34][CH3:35])[c:30]([O:32][CH3:33])[cH:31]2)[cH:17][cH:18][c:19]1[O:20][CH3:21].[NH2:8][CH2:9][C:10](=[O:11])[NH2:12]. The reactants are O=C([O-])[O-], CN(C)C=O, Cc1sc(-c2ccccc2)nc1COc1ccc(CCl)cn1, [K+], [K+], O, COC(=O)Cc1cn(C)nc1O. Yields the product COC(=O)Cc1cn(C)nc1OCc1ccc(OCc2nc(-c3ccccc3)sc2C)nc1. Reaction SMILES: [C:35](=[O:36])([O-:37])[O-:38].[CH3:41][N:42]([CH3:43])[CH:44]=[O:45].[Cl:13][CH2:14][c:15]1[cH:16][cH:17][c:18]([O:21][CH2:22][c:23]2[n:24][c:25](-[c:29]3[cH:30][cH:31][cH:32][cH:33][cH:34]3)[s:26][c:27]2[CH3:28])[n:19][cH:20]1.[K+:39].[K+:40].[OH2:46].[OH:1][c:2]1[n:3][n:4]([CH3:12])[cH:5][c:6]1[CH2:7][C:8](=[O:9])[O:10][CH3:11]>>[O:1]([c:2]1[n:3][n:4]([CH3:12])[cH:5][c:6]1[CH2:7][C:8](=[O:9])[O:10][CH3:11])[CH2:14][c:15]1[cH:16][cH:17][c:18]([O:21][CH2:22][c:23]2[n:24][c:25](-[c:29]3[cH:30][cH:31][cH:32][cH:33][cH:34]3)[s:26][c:27]2[CH3:28])[n:19][cH:20]1.